Dataset: the Open Reaction Database (ORD), a public repository of structured organic reaction records. Task: describe an organic reaction: reactants, conditions, products, and yield The reactants are COC(=O)C=1C(SC2=CC(=CC=C2C1O)Br)=O (7-bromo-4-hydroxy-2-oxo-2H-thiochromene-3-carboxylic acid methyl ester), C[Sn](C)(C)C (tetramethyltin). Reagents/catalysts: Cl[Pd]([P](C1=CC=CC=C1)(C2=CC=CC=C2)C3=CC=CC=C3)([P](C4=CC=CC=C4)(C5=CC=CC=C5)C6=CC=CC=C6)Cl (PdCl2(PPh3)2). The solvent is CN(C)C=O (DMF). Conditions: temperature 122.5 celsius. The product is COC(=O)C=1C(SC2=CC(=CC=C2C1O)C)=O (4-hydroxy-7-methyl-2-oxo-2H-thiochromene-3-carboxylic acid methyl ester). Yield: 68.3%. Reaction SMILES: [CH3:1][O:2][C:3]([C:5]1[C:6](=[O:17])[S:7][C:8]2[C:13]([C:14]=1[OH:15])=[CH:12][CH:11]=[C:10](Br)[CH:9]=2)=[O:4].[CH3:18][Sn](C)(C)C>CN(C=O)C.Cl[Pd](Cl)([P](C1C=CC=CC=1)(C1C=CC=CC=1)C1C=CC=CC=1)[P](C1C=CC=CC=1)(C1C=CC=CC=1)C1C=CC=CC=1>[CH3:1][O:2][C:3]([C:5]1[C:6](=[O:17])[S:7][C:8]2[C:13]([C:14]=1[OH:15])=[CH:12][CH:11]=[C:10]([CH3:18])[CH:9]=2)=[O:4] |^1:30,49|. Procedure: To a mixture of 7-bromo-4-hydroxy-2-oxo-2H-thiochromene-3-carboxylic acid methyl ester (Example 5e) (150 mg, 0.48 mmol) in DMF was added tetramethyltin (254 mg, 1.43 mmol) and PdCl2(PPh3)2 (17 mg, 0.024 mmol). The resulting mixture was purged with nitrogen gas for 20 seconds and heated in a 120-125° C. oil bath for 1 h. The reaction mixture was diluted with water (15 mL) and the suspended black solid was filtered off. The clear filtrate was acidified to pH 4 using 1 N HCl and extracted with EtOA... Reactants: ClC=1C=CC2=C(C(=NCC=3N2N=C(C3)C(=O)OC)C3=CC=CC=C3)C1 (8-Chloro-6-phenyl-4H-pyrazolo[1,5-a][1,4]benzodiazepine-2-carboxylic acid, methyl ester), CN (mono-methylamine). The product is ClC=1C=CC2=C(C(=NCC=3N2N=C(C3)C(=O)NC)C3=CC=CC=C3)C1 (8-Chloro-N-methyl-6-phenyl-4H-pyrazolo[1,5-a][1,4]benzodiazepine-2-carboxamide). RXN SMILES: [Cl:1][C:2]1[CH:3]=[CH:4][C:5]2[N:11]3[N:12]=[C:13]([C:15]([O:17]C)=O)[CH:14]=[C:10]3[CH2:9][N:8]=[C:7]([C:19]3[CH:24]=[CH:23][CH:22]=[CH:21][CH:20]=3)[C:6]=2[CH:25]=1.[CH3:26][NH2:27]>>[Cl:1][C:2]1[CH:3]=[CH:4][C:5]2[N:11]3[N:12]=[C:13]([C:15]([NH:27][CH3:26])=[O:17])[CH:14]=[C:10]3[CH2:9][N:8]=[C:7]([C:19]3[CH:24]=[CH:23][CH:22]=[CH:21][CH:20]=3)[C:6]=2[CH:25]=1. Procedure details: This compound was prepared from 1.48 g. (4.2 mmol) of the end product of Example 9 and mono-methylamine according to the procedure described above in Example 11. Recrystallization from acetone/ether/hexane gave the desired product, mp 170°-172°. An analytical sample was prepared by recrystallization from the same solvent system and isolated as colorless needles: mp 170°-172°. Reactants: COCC(C)Oc1cc(Br)cc(OC)c1, C[S-], CN1CCCC1=O, Cl, [Na+]. Yields the product COCC(C)Oc1cc(O)cc(Br)c1. RXN SMILES: [Br:1][c:2]1[cH:3][c:4]([O:14][CH3:15])[cH:5][c:6]([O:8][CH:9]([CH2:10][O:11][CH3:12])[CH3:13])[cH:7]1.[CH3:16][S-:17].[CH3:20][N:21]1[CH2:22][CH2:23][CH2:24][C:25]1=[O:26].[ClH:19].[Na+:18]>>[Br:1][c:2]1[cH:3][c:4]([OH:14])[cH:5][c:6]([O:8][CH:9]([CH2:10][O:11][CH3:12])[CH3:13])[cH:7]1. Reactants: BrC1=CC=C(C=C1)OC(F)(F)F (1-bromo-4-(trifluoromethoxy)benzene), Cl (HCl), [Mg] (magnesium), B(OC(C)C)(OC(C)C)OC(C)C (triisopropyl borate). Reagents/catalysts: BrC1=CC=C(C=C1)OC(F)(F)F (1-bromo-4-(trifluoromethoxy)benzene). Run in C1CCOC1 (THF), C1CCOC1 (THF). Conditions: temperature 0 celsius. Yields the product FC(OC1=CC=C(C=C1)B(O)O)(F)F (4-(trifluoromethoxy)phenylboronic acid). Reaction SMILES: [Mg].Br[C:3]1[CH:8]=[CH:7][C:6]([O:9][C:10]([F:13])([F:12])[F:11])=[CH:5][CH:4]=1.[B:14](OC(C)C)([O:19]C(C)C)[O:15]C(C)C.Cl>C1COCC1.BrC1C=CC(OC(F)(F)F)=CC=1>[F:11][C:10]([F:13])([F:12])[O:9][C:6]1[CH:7]=[CH:8][C:3]([B:14]([OH:19])[OH:15])=[CH:4][CH:5]=1. Procedure details: A mixture of magnesium (3.25 g) in THF (25 mL) at room temperature was treated with several drops of 1-bromo-4-(trifluoromethoxy)benzene, stirred for several minutes, treated with THF (100 mL), treated with 1-bromo-4-(trifluoromethoxy)benzene (30.8 g), heated to reflux, stirred for 16 hours, treated with triisopropyl borate (34 mL) over 10 minutes, stirred for 1 hour, cooled to 0° C., treated with 6M HCl (50 mL), stirred for 45 minutes, and extracted with isopropyl acetate. The extract was washe...